From a dataset of the Open Reaction Database (ORD), a public repository of structured organic reaction records. describe an organic reaction: reactants, conditions, products, and yield The reactants are CCCC[Sn](Cl)(Cl)CCCC, C1CCOC1, COC(=O)c1sc(-c2ccccc2)cc1N, CCOC(C)=O, O=CC1CCN(C(=O)OCc2ccccc2)CC1, [SiH3]c1ccccc1. Yields the product COC(=O)c1sc(-c2ccccc2)cc1NCC1CCN(C(=O)OCc2ccccc2)CC1. Reaction SMILES: [CH2:35]([Sn:36]([Cl:37])([Cl:38])[CH2:39][CH2:40][CH2:41][CH3:42])[CH2:43][CH2:44][CH3:45].[CH2:53]1[O:54][CH2:55][CH2:56][CH2:57]1.[CH3:1][O:2][C:3](=[O:4])[c:5]1[s:6][c:7](-[c:11]2[cH:12][cH:13][cH:14][cH:15][cH:16]2)[cH:8][c:9]1[NH2:10].[CH3:58][CH2:59][O:60][C:61]([CH3:62])=[O:63].[CH:17](=[O:18])[CH:19]1[CH2:20][CH2:21][N:22]([C:25](=[O:26])[O:27][CH2:28][c:29]2[cH:30][cH:31][cH:32][cH:33][cH:34]2)[CH2:23][CH2:24]1.[c:46]1([SiH3:47])[cH:48][cH:49][cH:50][cH:51][cH:52]1>>[CH3:1][O:2][C:3](=[O:4])[c:5]1[s:6][c:7](-[c:11]2[cH:12][cH:13][cH:14][cH:15][cH:16]2)[cH:8][c:9]1[NH:10][CH2:17][CH:19]1[CH2:20][CH2:21][N:22]([C:25](=[O:26])[O:27][CH2:28][c:29]2[cH:30][cH:31][cH:32][cH:33][cH:34]2)[CH2:23][CH2:24]1. The reactants are IC1=CC2=C(NC(=N2)C2=CC=C(C=C2)C(C)C)C(=C1)OC (5-iodo-2-(4-isopropyl-phenyl)-7-methoxy-1H-benzoimidazole), BrBr (bromine), CCOC(=O)C (EtOAc). The solvent is C(C)(=O)O (acetic acid). Reaction conditions: time 45 minute. Yields the product BrC1=C(C=C(C=2NC(=NC21)C2=CC=C(C=C2)C(C)C)OC)I (4-Bromo-5-iodo-2-(4-isopropyl-phenyl)-7-methoxy-1H-benzoimidazole). Yield: 52.4%. Reaction SMILES: [I:1][C:2]1[CH:19]=[C:18]([O:20][CH3:21])[C:5]2[NH:6][C:7]([C:9]3[CH:14]=[CH:13][C:12]([CH:15]([CH3:17])[CH3:16])=[CH:11][CH:10]=3)=[N:8][C:4]=2[CH:3]=1.[Br:22]Br.CCOC(C)=O>C(O)(=O)C>[Br:22][C:3]1[C:4]2[N:8]=[C:7]([C:9]3[CH:10]=[CH:11][C:12]([CH:15]([CH3:17])[CH3:16])=[CH:13][CH:14]=3)[NH:6][C:5]=2[C:18]([O:20][CH3:21])=[CH:19][C:2]=1[I:1]. Procedure: To a solution of 200 mg (0.51 mmol) 5-iodo-2-(4-isopropyl-phenyl)-7-methoxy-1H-benzoimidazole in 3 ml glacial acetic acid is slowly added 82 mg (0.51 mmol) bromine. The reaction mixture is stirred for 45 min. 30 ml EtOAc are added and this solution is washed 2n NaOH, water and brine, dried over MgSO4, filtered and concentrated in vacuo. The residue is purified by flash-chromatography on silica gel (hexane:EtOAc=3:1) and recrystallized from EtOAc/diethyl ether to afford 126 mg of the title compou... The reactants are C([O-])(O)=O.[Na+] (sodium bicarbonate), FC1=CC=C(C=C1)C=1C(=C2N(N1)CC(N2)=O)C2=CC=NC=C2 (2,3-dihydro-6-(4-fluorophenyl)-2-oxo-7-(pyridin-4-yl)-1H-imidazo[1,2-b]pyrazole), B#B (diborane), Cl (hydrochloric acid). The solvent is O1CCCC1 (tetrahydrofuran). Run at temperature 60 celsius, time 30 minute. Yields the product FC1=CC=C(C=C1)C=1C(=C2N(N1)CCN2)C2=CC=NC=C2 (2,3-dihydro-6-(4-fluorophenyl)-7-(pyridin-4-yl)-1H-imidazo[1,2-b]pyrazole). Yield: 29.4%. As a reaction SMILES: [F:1][C:2]1[CH:7]=[CH:6][C:5]([C:8]2[C:9]([C:17]3[CH:22]=[CH:21][N:20]=[CH:19][CH:18]=3)=[C:10]3[NH:15][C:14](=O)[CH2:13][N:11]3[N:12]=2)=[CH:4][CH:3]=1.B#B.Cl.C(=O)(O)[O-].[Na+]>O1CCCC1>[F:1][C:2]1[CH:7]=[CH:6][C:5]([C:8]2[C:9]([C:17]3[CH:22]=[CH:21][N:20]=[CH:19][CH:18]=3)=[C:10]3[NH:15][CH2:14][CH2:13][N:11]3[N:12]=2)=[CH:4][CH:3]=1 |f:3.4|. Procedure details: A mixture of 2,3-dihydro-6-(4-fluorophenyl)-2-oxo-7-(pyridin-4-yl)-1H-imidazo[1,2-b]pyrazole (50 mg) and diborane (0.34 mmol) in anhydrous tetrahydrofuran (5 ml) was refluxed under nitrogen atmosphere for 5 hours. After cooling of the reaction mixture, to the mixture was added 1N-hydrochloric acid (2 ml). The mixture was stirred at 60° C. for 30 minutes, cooled and neutralized with an aqueous saturated sodium bicarbonate solution. The separated oil was extracted with dichloromethane and the extr... Starting materials: CN1CCNCC1, CCOC(=O)c1c(=O)c2cc(F)c(F)cc2n2ccccc12. The product is CCOC(=O)c1c(=O)c2cc(F)c(N3CCN(C)CC3)cc2n2ccccc12. As a reaction SMILES: [CH3:23][N:24]1[CH2:25][CH2:26][NH:27][CH2:28][CH2:29]1.[F:1][c:2]1[c:3]([F:22])[cH:4][c:5]2[c:6]([c:7](=[O:20])[c:8]([C:15](=[O:16])[O:17][CH2:18][CH3:19])[c:9]3[cH:10][cH:11][cH:12][cH:13][n:14]23)[cH:21]1>>[F:1][c:2]1[c:3]([N:27]2[CH2:26][CH2:25][N:24]([CH3:23])[CH2:29][CH2:28]2)[cH:4][c:5]2[c:6]([c:7](=[O:20])[c:8]([C:15](=[O:16])[O:17][CH2:18][CH3:19])[c:9]3[cH:10][cH:11][cH:12][cH:13][n:14]23)[cH:21]1. The reactants are O[C@@H]1C[C@H](NC1)C(=O)O (trans-4-hydroxy-L-proline), O1CCOC2=C1C=CC(=C2)SC2=C(C=C(C=C2)C2=CC=NC=C2)C(F)(F)F (4-(4-(2,3-dihydro-benzo(1,4)dioxin-6-ylsulfanyl)-3-trifluoromethyl-phenyl)-pyridine), OC1CNCC1 (3-hydroxypyrrolidine). The product is title compound, O1CCOC2=C1C=CC(=C2)SC2=C(C=C(C=C2)C2=CC(=NC=C2)N2C(CC(C2)O)C(=O)O)C(F)(F)F (1-(4-(4-(2,3-Dihydro-benzo(1,4)dioxin-6-ylsulfanyl)-3-trifluoromethyl-phenyl)-pyridin-2-yl)-4-hydroxy-pyrrolidine-2-carboxylic acid). As a reaction SMILES: [O:1]1[C:6]2[CH:7]=[CH:8][C:9]([S:11][C:12]3[CH:17]=[CH:16][C:15]([C:18]4[CH:23]=[CH:22][N:21]=[CH:20][CH:19]=4)=[CH:14][C:13]=3[C:24]([F:27])([F:26])[F:25])=[CH:10][C:5]=2[O:4][CH2:3][CH2:2]1.OC1CCNC1.[OH:34][C@H:35]1[CH2:39][NH:38][C@H:37]([C:40]([OH:42])=[O:41])[CH2:36]1>>[O:1]1[C:6]2[CH:7]=[CH:8][C:9]([S:11][C:12]3[CH:17]=[CH:16][C:15]([C:18]4[CH:19]=[CH:20][N:21]=[C:22]([N:38]5[CH2:39][CH:35]([OH:34])[CH2:36][CH:37]5[C:40]([OH:42])=[O:41])[CH:23]=4)=[CH:14][C:13]=3[C:24]([F:25])([F:26])[F:27])=[CH:10][C:5]=2[O:4][CH2:3][CH2:2]1. Reported procedure: The title compound was prepared according to the procedures of Example 38E, substituting compound 76 with compound 118 (0.033 g, 0.0779 mmol) and 3-hydroxypyrrolidine with trans-4-hydroxy-L-proline. A yellow solid 131 was obtained (0.017 g, 33%). 1H-NMR (CDCl3, 400 MHz) δ 2.42-2.51 (m, 1H), 3.66-3.72 (m, 1H), 3.85-3.91 (m, 1H), 4.00-4.06 (m, 1H), 4.28-4.34 (m, 4H), 4.64-4.69 (m, 1H), 4.85-4.95 (m, 1H), 6.81 (s, 1H), 6.92-6.96 (m, 2H), 7.03 (dd, J=1.8 Hz, 8.4 Hz, 1H), 7.06-7.10 (m, 2H), 7.50 (d, ... Reactants: CCCCOC(=O)CCCCc1ccc2c(n1)NCCO2, CO, Cl, [Na+], [OH-]. The product is O=C(O)CCCCc1ccc2c(n1)NCCO2. As a reaction SMILES: [CH2:1]([CH2:2][CH2:3][CH3:4])[O:5][C:6]([CH2:7][CH2:8][CH2:9][CH2:10][c:11]1[cH:12][cH:13][c:14]2[c:19]([n:20]1)[NH:18][CH2:17][CH2:16][O:15]2)=[O:21].[CH3:25][OH:26].[ClH:24].[Na+:23].[OH-:22]>>[O:5]=[C:6]([CH2:7][CH2:8][CH2:9][CH2:10][c:11]1[cH:12][cH:13][c:14]2[c:19]([n:20]1)[NH:18][CH2:17][CH2:16][O:15]2)[OH:21]. The product is CC1(OCCC(C1)N1C[C@H](CC1)NC(OC(C)(C)C)=O)C (tert-butyl (3S)-1-(2,2-dimethyltetrahydro-2H-pyran-4-yl)pyrrolidin-3-ylcarbamate). The reactants are ClC1=CC=C(C=C1)C=1C(=CC=CC1)C=O (4′-chlorobiphenyl-2-carboxaldehyde), N1C[C@H](CC1)NC(OC(C)(C)C)=O ((S)-tert-butyl pyrrolidin-3-ylcarbamate), N1(CCNCC1)C(=O)OC(C)(C)C (tert-butyl piperazine-1-carboxylate). Reported procedure: The title compound was prepared by substituting 2,2-dimethyldihydro-2H-pyran-4(3H)-one for 4′-chlorobiphenyl-2-carboxaldehyde and (S)-tert-butyl pyrrolidin-3-ylcarbamate for tert-butyl piperazine-1-carboxylate in EXAMPLE 1A. Reaction SMILES: ClC1C=CC(C2[C:9]([CH:14]=[O:15])=[CH:10][CH:11]=[CH:12][CH:13]=2)=CC=1.[NH:16]1[CH2:20][CH2:19][C@H:18]([NH:21][C:22](=[O:28])[O:23][C:24]([CH3:27])([CH3:26])[CH3:25])[CH2:17]1.N1(C(OC(C)(C)C)=O)CCNC[CH2:30]1>>[CH3:30][C:12]1([CH3:13])[CH2:11][CH:10]([N:16]2[CH2:20][CH2:19][C@H:18]([NH:21][C:22](=[O:28])[O:23][C:24]([CH3:25])([CH3:27])[CH3:26])[CH2:17]2)[CH2:9][CH2:14][O:15]1.